This data is from the Open Reaction Database (ORD), a public repository of structured organic reaction records. The task is: describe an organic reaction: reactants, conditions, products, and yield Starting materials: CCOC(=O)CS(=O)(=O)c1ccc(Oc2ccc(Cl)cc2)cc1, CCCCN(CCCl)CCCl. The product is CCCCN1CCC(C(=O)OCC)(S(=O)(=O)c2ccc(Oc3ccc(Cl)cc3)cc2)CC1. As a reaction SMILES: [CH2:1]([CH3:2])[O:3][C:4]([CH2:5][S:6](=[O:7])(=[O:8])[c:9]1[cH:10][cH:11][c:12]([O:15][c:16]2[cH:17][cH:18][c:19]([Cl:22])[cH:20][cH:21]2)[cH:13][cH:14]1)=[O:23].[CH2:24]([CH2:25][CH2:26][CH3:27])[N:28]([CH2:29][CH2:30][Cl:34])[CH2:32][CH2:33][Cl:31]>>[CH2:1]([CH3:2])[O:3][C:4]([C:5]1([S:6](=[O:7])(=[O:8])[c:9]2[cH:10][cH:11][c:12]([O:15][c:16]3[cH:17][cH:18][c:19]([Cl:22])[cH:20][cH:21]3)[cH:13][cH:14]2)[CH2:30][CH2:29][N:28]([CH2:24][CH2:25][CH2:26][CH3:27])[CH2:32][CH2:33]1)=[O:23].